Dataset: the Open Reaction Database (ORD), a public repository of structured organic reaction records. Task: describe an organic reaction: reactants, conditions, products, and yield Reactants: CN1N=C(C=C1)N (1-methyl-1H-pyrazol-3-amine), OC1=CC(=CC2=C1C=C(O2)C)C(=O)OCC (ethyl 4-hydroxy-2-methylbenzofuran-6-carboxylate), FC1=C(C(=O)N(C)C)C=CC(=C1)F (2,4-difluoro-N,N-dimethylbenzamide). The yield is 1.0%. Procedure: The title compound was prepared in a similar manner as described for Example 271, from ethyl 4-hydroxy-2-methylbenzofuran-6-carboxylate (0.275 g, 1.25 mmol), 2,4-difluoro-N,N-dimethylbenzamide (0.289 g, 1.56 mmol) and 1-methyl-1H-pyrazol-3-amine (0.21 g, 2.12 mmol) in two steps to give a solid (5 mg, 1% yield) as expected product. 1H NMR (400 MHz, DMSO-d6) δ 10.90 (s, 1 H) 8.12 (s, 1 H) 7.61-7.62 (m, 2 H) 7.38-7.42 (t, 1 H) 7.03-7.06 (m, 1 H) 6.88-6.91 (m, 1 H) 6.58-6.59 (m, 1 H) 6.50 (m, 1 H) 3... Product: solid, CN(C(=O)C1=C(C=C(OC2=CC(=CC3=C2C=C(O3)C)C(=O)NC3=NN(C=C3)C)C=C1)F)C (4-(4-(Dimethylcarbamoyl)-3-fluorophenoxy)-2-methyl-N-(1-methyl-1H-pyrazol-3-yl)benzofuran-6-carboxamide). RXN SMILES: [OH:1][C:2]1[C:7]2[CH:8]=[C:9]([CH3:11])[O:10][C:6]=2[CH:5]=[C:4]([C:12]([O:14]CC)=O)[CH:3]=1.[F:17][C:18]1[CH:28]=[C:27](F)[CH:26]=[CH:25][C:19]=1[C:20]([N:22]([CH3:24])[CH3:23])=[O:21].[CH3:30][N:31]1[CH:35]=[CH:34][C:33]([NH2:36])=[N:32]1>>[CH3:23][N:22]([CH3:24])[C:20]([C:19]1[CH:25]=[CH:26][C:27]([O:1][C:2]2[C:7]3[CH:8]=[C:9]([CH3:11])[O:10][C:6]=3[CH:5]=[C:4]([C:12]([NH:36][C:33]3[CH:34]=[CH:35][N:31]([CH3:30])[N:32]=3)=[O:14])[CH:3]=2)=[CH:28][C:18]=1[F:17])=[O:21].